From a dataset of the Open Reaction Database (ORD), a public repository of structured organic reaction records. describe an organic reaction: reactants, conditions, products, and yield Starting materials: C(C1=CC=CC=C1)(=O)O (benzoic acid), CCOC(=O)/N=N/C(=O)OCC (DEAD), C1(=CC=CC=C1)P(C1=CC=CC=C1)C1=CC=CC=C1 (triphenylphosphine), O[C@H]1[C@@H](CC=CC1)C(=O)OCC (Trans 1-Hydroxy-2-carboethoxycyclohex-4-ene). Run in C1CCOC1 (THF). Reaction conditions: time 5 minute. The product is C(C1=CC=CC=C1)(=O)O[C@@H]1[C@@H](CC=CC1)C(=O)OCC (Ethyl cis-2-benzoyloxy-cyclohex-4-enecarboxylate). Yield: 68.2%. As a reaction SMILES: CCOC(/N=N/C(OCC)=O)=O.C1(P(C2C=CC=CC=2)C2C=CC=CC=2)C=CC=CC=1.[OH:32][C@@H:33]1[CH2:38][CH:37]=[CH:36][CH2:35][C@H:34]1[C:39]([O:41][CH2:42][CH3:43])=[O:40].[C:44](O)(=[O:51])[C:45]1[CH:50]=[CH:49][CH:48]=[CH:47][CH:46]=1>C1COCC1>[C:44]([O:32][C@H:33]1[CH2:38][CH:37]=[CH:36][CH2:35][C@H:34]1[C:39]([O:41][CH2:42][CH3:43])=[O:40])(=[O:51])[C:45]1[CH:50]=[CH:49][CH:48]=[CH:47][CH:46]=1. Reported procedure: DEAD (2.06 g, 11.8 mmol) was added dropwise to a solution of triphenylphosphine (3.08 g, 11.8 mmol) in THF (35 ml) at 0° C. over a period of 5 min. Trans 1-Hydroxy-2-carboethoxycyclohex-4-ene 2a (1.00 g, 5.88 mmol in 5 ml THF) was then added slowly, the mixture was stirred for 5 min, and then benzoic acid (1.44 g, 11.8 mmol, in 5 ml THF) was added. The mixture was stirred at RT for 2 hours. Solvents were evaporated, an the residue purified by chromatography on silica gel (EtOAc:hexane 2:8 as elu...